From a dataset of the Open Reaction Database (ORD), a public repository of structured organic reaction records. describe an organic reaction: reactants, conditions, products, and yield Starting materials: COC(C)(C)C (t-butyl methyl ether), C1(=CC=C(C=C1)S(=O)(=O)O)C (p-toluenesulfonic acid), NC=1SC=C(N1)/C(/C(=O)NC1[C@@H]2N(C(=C(CS2)COC)C(=O)OC(C)OC(C(C)(C)C)=O)C1=O)=N/O (α-(2,2-dimethylpropanoyloxy)ethyl 7-[2-(2-aminothiazol-4-yl)-2-(Z)-hydroxyimino-acetamido]-3-methoxymethyl-3-cephem-4-carboxylate). The solvent is CC(=O)C (acetone), CC(=O)C (acetone). Product: C=1(C(=CC=CC1)S(=O)(=O)O)C.NC=1SC=C(N1)/C(/C(=O)NC1[C@@H]2N(C(=C(CS2)COC)C(=O)OC(C)OC(C(C)(C)C)=O)C1=O)=N/O (α-(2,2-Dimethylpropanoyloxy)ethyl 7-[2-(2-aminothiazol-4-yl)-2-(Z)-hydroxyimino-acetamido]-3-methoxymethyl-3-cephem-4-carboxylate toluenesulfonate). Reaction SMILES: [C:1]1(C)[CH:6]=[CH:5][C:4]([S:7]([OH:10])(=[O:9])=[O:8])=[CH:3][CH:2]=1.[NH2:12][C:13]1[S:14][CH:15]=[C:16](/[C:18](=[N:46]/[OH:47])/[C:19]([NH:21][CH:22]2[C:44](=[O:45])[N:24]3[C:25]([C:32]([O:34][CH:35]([O:37][C:38](=[O:43])[C:39]([CH3:42])([CH3:41])[CH3:40])[CH3:36])=[O:33])=[C:26]([CH2:29][O:30][CH3:31])[CH2:27][S:28][C@H:23]23)=[O:20])[N:17]=1.COC(C)(C)C>CC(C)=O>[C:3]1([CH3:13])[C:4]([S:7]([OH:10])(=[O:8])=[O:9])=[CH:5][CH:6]=[CH:1][CH:2]=1.[NH2:12][C:13]1[S:14][CH:15]=[C:16](/[C:18](=[N:46]/[OH:47])/[C:19]([NH:21][CH:22]2[C:44](=[O:45])[N:24]3[C:25]([C:32]([O:34][CH:35]([O:37][C:38](=[O:43])[C:39]([CH3:41])([CH3:42])[CH3:40])[CH3:36])=[O:33])=[C:26]([CH2:29][O:30][CH3:31])[CH2:27][S:28][C@H:23]23)=[O:20])[N:17]=1 |f:4.5|. Reported procedure: A solution of 2.1 g (11 mmol) of p-toluenesulfonic acid in 5 ml of acetone was added dropwise to a solution of 5 g (9.3mmol) of α-(2,2-dimethylpropanoyloxy)ethyl 7-[2-(2-aminothiazol-4-yl)-2-(Z)-hydroxyimino-acetamido]-3-methoxymethyl-3-cephem-4-carboxylate in 35 ml of acetone. After stirring briefly, a precipitate formed, which process was completed by slowly adding 250 ml of t-butyl methyl ether. After stirring for 15 minutes, the crystalline product was filtered off with suction, washed with ... Run in O (water), O1CCCC1 (tetrahydrofuran), O1CCCC1 (tetrahydrofuran), O (water). As a reaction SMILES: Br[CH2:2][C:3](=O)[CH2:4][C:5]([NH:7][CH:8]1[C:34](=[O:35])[N:10]2[C:11]([C:18]([O:20][CH:21]([C:28]3[CH:33]=[CH:32][CH:31]=[CH:30][CH:29]=3)[C:22]3[CH:27]=[CH:26][CH:25]=[CH:24][CH:23]=3)=[O:19])=[C:12]([CH2:15][S:16][CH3:17])[CH2:13][S:14][C@H:9]12)=[O:6].[NH2:37][C:38]([NH2:40])=[S:39].C(=O)(O)[O-].[Na+].C(OCC)(=O)C>O1CCCC1.O>[NH2:40][C:38]1[S:39][CH:2]=[C:3]([CH2:4][C:5]([NH:7][CH:8]2[C:34](=[O:35])[N:10]3[C:11]([C:18]([O:20][CH:21]([C:22]4[CH:27]=[CH:26][CH:25]=[CH:24][CH:23]=4)[C:28]4[CH:29]=[CH:30][CH:31]=[CH:32][CH:33]=4)=[O:19])=[C:12]([CH2:15][S:16][CH3:17])[CH2:13][S:14][C@H:9]23)=[O:6])[N:37]=1 |f:2.3|. Yield: 69.3%. Procedure details: To a solution of benzhydryl 7-[4-bromoacetoacetamido)-3-methylthiomethyl-3-cephem-4-carboxylate (6.0 g) in tetrahydrofuran (30 ml) was added dropwise a solution of thiourea (0.85 g) and sodium bicarbonate (0.94 g) in tetrahydrofuran (30 ml) and water (24 ml) at 25° C. with stirring, and the stirring was continued at 28° to 30° C. for an hour. The reaction mixture was poured into a mixture of ethyl acetate (100 ml) and water (100 ml), followed by separating out the organic layer, which was washed... Reactants: C(C)(=O)OCC (ethyl acetate), BrCC(CC(=O)NC1[C@@H]2N(C(=C(CS2)CSC)C(=O)OC(C2=CC=CC=C2)C2=CC=CC=C2)C1=O)=O (benzhydryl 7-[4-bromoacetoacetamido)-3-methylthiomethyl-3-cephem-4-carboxylate), NC(=S)N (thiourea), C([O-])(O)=O.[Na+] (sodium bicarbonate). Product: NC=1SC=C(N1)CC(=O)NC1[C@@H]2N(C(=C(CS2)CSC)C(=O)OC(C2=CC=CC=C2)C2=CC=CC=C2)C1=O (benzhydryl 7-[2-(2-aminothiazol-4-yl) acetamido]-3-methylthiomethyl-3-cephem-4-carboxylate). Starting materials: Cl.Cl.NCCNC1=NC=C(C#N)C=C1 (6-[(2-Aminoethyl)amino]nicotinonitrile dihydrochloride), C(C)(C)N(C(C)C)CC (N,N-diisopropylethylamine), ClC=1C=2N(C=C(N1)C1=C(C=C(C=C1)Cl)Cl)C=CN2 (8-Chloro-6-(2,4-dichlorophenyl)imidazo[1,2-a]pyrazine). Solvent: CS(=O)C (DMSO). Run at temperature 120 celsius. Product: ClC1=C(C=CC(=C1)Cl)C=1N=C(C=2N(C1)C=CN2)NCCNC2=NC=C(C#N)C=C2 (6-[(2-{[6-(2,4-Dichlorophenyl)imidazo[1,2-a]pyrazin-8-yl]amino}ethyl)amino]nicotinonitrile). Reaction SMILES: Cl[C:2]1[C:3]2[N:4]([CH:16]=[CH:17][N:18]=2)[CH:5]=[C:6]([C:8]2[CH:13]=[CH:12][C:11]([Cl:14])=[CH:10][C:9]=2[Cl:15])[N:7]=1.Cl.Cl.[NH2:21][CH2:22][CH2:23][NH:24][C:25]1[CH:32]=[CH:31][C:28]([C:29]#[N:30])=[CH:27][N:26]=1.C(N(CC)C(C)C)(C)C>CS(C)=O>[Cl:15][C:9]1[CH:10]=[C:11]([Cl:14])[CH:12]=[CH:13][C:8]=1[C:6]1[N:7]=[C:2]([NH:21][CH2:22][CH2:23][NH:24][C:25]2[CH:32]=[CH:31][C:28]([C:29]#[N:30])=[CH:27][N:26]=2)[C:3]2[N:4]([CH:16]=[CH:17][N:18]=2)[CH:5]=1 |f:1.2.3|. Procedure details: 108 mg (0.3625 mmol) of the 8-chloro-6-(2,4-dichlorophenyl)imidazo[1,2-a]pyrazine (Example 5A) were initially charged in 3 ml of DMSO, and 150 mg (0.543 mmol) of 6-[(2-aminoethyl)amino]nicotinonitrile (Example 2A) and 0.63 ml (3.62 mmol) of N,N-diisopropylethylamine were added. The mixture was heated at 120° C. for 12 h. Purification by chromatography on silica gel 60 (mobile phase: dichloromethane/methanol 100:1) gave 12 mg (7% of theory) of the product. Reactants: C[Si](N1N=C(N=C1)CC(=O)O)(C)C (1-trimethylsilyl-3-carboxymethyl-1,2,4-triazole), C(C)(=O)O[C@H]1[C@H](OC(C2=CC=CC=C2)=O)[C@H](OC(C2=CC=CC=C2)=O)[C@H](O1)COC(C1=CC=CC=C1)=O (1-O-acetyl-2,3,5-tri-O-benzoyl-β-D-ribofuranose), ClCCCl (1,2-dichloroethane). Run in C1=CC=CC=C1 (C6H6). The product is C(C1=CC=CC=C1)(=O)O[C@H]1[C@@H](O[C@@H]([C@H]1OC(C1=CC=CC=C1)=O)COC(C1=CC=CC=C1)=O)N1N=C(N=C1)CC(=O)O (1-(2,3,5-tri-O-benzoyl-β-D-ribofuranosyl)-3-carboxymethyl-1,2,4-triazole). Yield: 85.5%. Reaction SMILES: C[Si](C)(C)[N:3]1[CH:7]=[N:6][C:5]([CH2:8][C:9]([OH:11])=[O:10])=[N:4]1.C(O[C@@H:18]1[O:40][C@H:39]([CH2:41][O:42][C:43](=[O:50])[C:44]2[CH:49]=[CH:48][CH:47]=[CH:46][CH:45]=2)[C@@H:29]([O:30][C:31](=[O:38])[C:32]2[CH:37]=[CH:36][CH:35]=[CH:34][CH:33]=2)[C@H:19]1[O:20][C:21](=[O:28])[C:22]1[CH:27]=[CH:26][CH:25]=[CH:24][CH:23]=1)(=O)C.ClCCCl>C1C=CC=CC=1>[C:21]([O:20][C@@H:19]1[C@H:29]([O:30][C:31](=[O:38])[C:32]2[CH:37]=[CH:36][CH:35]=[CH:34][CH:33]=2)[C@@H:39]([CH2:41][O:42][C:43](=[O:50])[C:44]2[CH:45]=[CH:46][CH:47]=[CH:48][CH:49]=2)[O:40][C@H:18]1[N:3]1[CH:7]=[N:6][C:5]([CH2:8][C:9]([OH:11])=[O:10])=[N:4]1)(=[O:28])[C:22]1[CH:27]=[CH:26][CH:25]=[CH:24][CH:23]=1. Procedure: 55 mmoles of 1-trimethylsilyl-3-carboxymethyl-1,2,4-triazole and 55 mmoles of 1-O-acetyl-2,3,5-tri-O-benzoyl-β-D-ribofuranose were combined, in 100 ml. of 1,2-dichloroethane, with 5 mmoles of (CH3)3Si--O--SO2CF3 in 20 ml. of C6H6 and refluxed for 4 hours at a bath temperature of 100° C. After working up the mixture as usual, 24 g. (85.5%) of 1-(2,3,5-tri-O-benzoyl-β-D-ribofuranosyl)-3-carboxymethyl-1,2,4-triazole was produced.